This data is from the Open Reaction Database (ORD), a public repository of structured organic reaction records. The task is: describe an organic reaction: reactants, conditions, products, and yield The reactants are O=C([O-])O, ClC(Cl)Cl, OCc1ccc2oc(-c3ccc4ccc(Cl)cc4n3)cc2c1, [Na+], O=S(Cl)Cl. The product is ClCc1ccc2oc(-c3ccc4ccc(Cl)cc4n3)cc2c1. Reaction SMILES: [C:27](=[O:28])([O-:29])[OH:30].[CH:32]([Cl:33])([Cl:34])[Cl:35].[Cl:1][c:2]1[cH:3][cH:4][c:5]2[cH:6][cH:7][c:8](-[c:12]3[o:13][c:14]4[c:15]([cH:16]3)[cH:17][c:18]([CH2:21][OH:22])[cH:19][cH:20]4)[n:9][c:10]2[cH:11]1.[Na+:31].[S:23]([Cl:24])([Cl:25])=[O:26]>>[Cl:1][c:2]1[cH:3][cH:4][c:5]2[cH:6][cH:7][c:8](-[c:12]3[o:13][c:14]4[c:15]([cH:16]3)[cH:17][c:18]([CH2:21][Cl:25])[cH:19][cH:20]4)[n:9][c:10]2[cH:11]1. Reactants: ClC1=NC(=NC(=C1C1=CC=C(C=C1)F)C1=CC=NC=C1)C1=CC=NC=C1 (4-chloro-5-(4-fluorophenyl)-2,6-bis-(4-pyridyl)-pyrimidine). The reagents and catalysts are [Pd] (palladium-on-carbon). Run in C(C)O (ethanol). Reaction conditions: time 28 hour. Yields the product FC1=CC=C(C=C1)C=1C(=NC(=NC1)C1=CC=NC=C1)C1=CC=NC=C1 (5-(4-Fluorophenyl)-2,4-bis-(4-pyridyl)-pyrimidine). Reaction SMILES: Cl[C:2]1[C:7]([C:8]2[CH:13]=[CH:12][C:11]([F:14])=[CH:10][CH:9]=2)=[C:6]([C:15]2[CH:20]=[CH:19][N:18]=[CH:17][CH:16]=2)[N:5]=[C:4]([C:21]2[CH:26]=[CH:25][N:24]=[CH:23][CH:22]=2)[N:3]=1>C(O)C.[Pd]>[F:14][C:11]1[CH:12]=[CH:13][C:8]([C:7]2[C:6]([C:15]3[CH:20]=[CH:19][N:18]=[CH:17][CH:16]=3)=[N:5][C:4]([C:21]3[CH:22]=[CH:23][N:24]=[CH:25][CH:26]=3)=[N:3][CH:2]=2)=[CH:9][CH:10]=1. Procedure details: A stirred mixture of 4-chloro-5-(4-fluorophenyl)-2,6-bis-(4-pyridyl)-pyrimidine (99 mg, 0.27 mmol) and 10% palladium-on-carbon (70 mg) in ethanol (10 ml) was hydrogenated under an atmosphere of hydrogen for 28 h. Filtration and evaporation of the solvent was followed by flash chromatography (ethyl acetate) on a column of silica gel to provide the title compound. MS (m/z): 329.2 (M+H)+; C20H13FN4requir. 328.4. 1H-NMR (CDCl3): d 8.91 (s, 1H, H-6, Pyrim.), 8.83, 8.65, 8.40, 7.45 (4 m, each 2H, Pyri...